From a dataset of the Open Reaction Database (ORD), a public repository of structured organic reaction records. describe an organic reaction: reactants, conditions, products, and yield Yields the product CCCCCCCCCCCCCCOc1ccc(C(=O)CC(=O)O)s1. Reaction SMILES: [C:1]([O:2][CH3:3])([O-:4])=[O:5].[CH3:12][C:13](=[O:14])[c:15]1[s:16][c:17]([O:20][CH2:21][CH2:22][CH2:23][CH2:24][CH2:25][CH2:26][CH2:27][CH2:28][CH2:29][CH2:30][CH2:31][CH2:32][CH2:33][CH3:34])[cH:18][cH:19]1.[CH3:35][N:36]([CH3:37])[CH:38]=[O:39].[CH3:7][O:8][C:9](=[O:10])[O-:11].[Mg+2:6]>>[C:1]([OH:4])(=[O:5])[CH2:12][C:13](=[O:14])[c:15]1[s:16][c:17]([O:20][CH2:21][CH2:22][CH2:23][CH2:24][CH2:25][CH2:26][CH2:27][CH2:28][CH2:29][CH2:30][CH2:31][CH2:32][CH2:33][CH3:34])[cH:18][cH:19]1. The reactants are COC(=O)[O-], CCCCCCCCCCCCCCOc1ccc(C(C)=O)s1, CN(C)C=O, COC(=O)[O-], [Mg+2]. Reactants: NN (hydrazine), 5,6,7,8-tetrahydro-5,5,8,8-tetramethylnaphthalene-2, 13.5, C(#N)C1=CC=C(C(=O)Cl)C=C1 (4-cyanobenzoyl chloride), CC1(C=2C=CC(=CC2C(CC1)(C)C)C(=O)O)C (5,6,7,8-tetrahydro-5,5,8,8-tetramethylnaphthalene-2-carboxylic acid), S(=O)(Cl)Cl (thionyl chloride), Cl (hydrogen chloride). The solvent is C(C)(C)O (isopropanol), O1CCCC1 (tetrahydrofuran), O1CCCC1 (tetrahydrofuran), C1(=CC=CC=C1)C (toluene), CCOCC (ether), O (water). Run at temperature -10 celsius, time 15 minute. The product is C(#N)C1=CC=C(C(=O)NNC(=O)C2=CC=3C(CCC(C3C=C2)(C)C)(C)C)C=C1 (N-(4-cyanobenzoyl)-N'-(5,6,7,8-tetrahydro-5,5,8,8-tetramethyl-2-naphthoyl)-hydrazine). As a reaction SMILES: [CH3:1][C:2]1([CH3:17])[CH2:11][CH2:10][C:9]([CH3:13])([CH3:12])[C:8]2[CH:7]=[C:6]([C:14](O)=[O:15])[CH:5]=[CH:4][C:3]1=2.S(Cl)(Cl)=O.Cl.[NH2:23][NH2:24].[C:25]([C:27]1[CH:35]=[CH:34][C:30]([C:31](Cl)=[O:32])=[CH:29][CH:28]=1)#[N:26]>C1(C)C=CC=CC=1.C(O)(C)C.O1CCCC1.CCOCC.O>[C:25]([C:27]1[CH:35]=[CH:34][C:30]([C:31]([NH:23][NH:24][C:14]([C:6]2[CH:5]=[CH:4][C:3]3[C:2]([CH3:1])([CH3:17])[CH2:11][CH2:10][C:9]([CH3:13])([CH3:12])[C:8]=3[CH:7]=2)=[O:15])=[O:32])=[CH:29][CH:28]=1)#[N:26]. Reported procedure: 23.2 g (0.1 mole) of 5,6,7,8-tetrahydro-5,5,8,8-tetramethylnaphthalene-2-carboxylic acid and 18 g (0.15 mole) of thionyl chloride in 75 ml of toluene were heated until hydrogen chloride gas was no longer formed. Thereafter, the mixture was evaporated down, toluene was added several times and the mixture was evaporated down again to remove residual thionyl chloride. The residue was dissolved in 75 ml of isopropanol and added dropwise at from -10° to -15° C. to a solution of 7.4 g (0.23 mole) of h... Reactants: N1=C(C=CC=C1)CCCCCCO (2-Pyridinehexanol), BrCCCCCCBr (1,6-dibromohexane), [OH-].[Na+] (sodium hydroxide). Solvent: O (water). Product: BrCCCCCCOCCCCCCC1=NC=CC=C1 (2-[6-[(6-Bromohexyl)oxy]hexyl]pyridine). RXN SMILES: [N:1]1[CH:6]=[CH:5][CH:4]=[CH:3][C:2]=1[CH2:7][CH2:8][CH2:9][CH2:10][CH2:11][CH2:12][OH:13].[Br:14][CH2:15][CH2:16][CH2:17][CH2:18][CH2:19][CH2:20]Br.[OH-].[Na+]>O>[Br:14][CH2:15][CH2:16][CH2:17][CH2:18][CH2:19][CH2:20][O:13][CH2:12][CH2:11][CH2:10][CH2:9][CH2:8][CH2:7][C:2]1[CH:3]=[CH:4][CH:5]=[CH:6][N:1]=1 |f:2.3|. Procedure details: 2-Pyridinehexanol (4.88 g), 1,6-dibromohexane (12.6 ml), 12.5M aqueous sodium hydroxide (25 ml) and TAB (0.45 g) were stirred rapidly at room temperature for 7 h. The mixture was diluted with water (60 ml) and extracted with diethyl ether (3×60 ml). The combined organic extracts were washed with water (60 ml) and brine (60 ml), dried and concentrated to give an oil which was purified by FCC eluting with diethyl ether-hexane (0:1→1:1) to give the title compound as a colourless oil (4.52 g), t.l.c... Reactants: BrCC1COC=2C(O1)=CSC2 (2-(bromomethyl)-2,3-dihydrothieno[3,4-b][1,4]dioxine), C(C)(=O)[O-].[K+] (potassium acetate). Solvent: CS(=O)C (DMSO). Conditions: time 1 hour. The product is C(C)(=O)OCC1COC=2C(O1)=CSC2 ((2,3-dihydrothieno[3,4-b][1,4]dioxin-2-yl)methyl acetate). Isolated yield 90.0%. RXN SMILES: Br[CH2:2][CH:3]1[O:8][C:7]2=[CH:9][S:10][CH:11]=[C:6]2[O:5][CH2:4]1.[C:12]([O-:15])(=[O:14])[CH3:13].[K+]>CS(C)=O>[C:12]([O:15][CH2:2][CH:3]1[O:8][C:7]2=[CH:9][S:10][CH:11]=[C:6]2[O:5][CH2:4]1)(=[O:14])[CH3:13] |f:1.2|. Procedure details: In a 50 mL Schlenk tube 1.00 g of to 2-(bromomethyl)-2,3-dihydrothieno[3,4-b][1,4]dioxine was combined with 0.5 g (0.0051 mol) potassium acetate and 25 mL DMSO. The tube was sealed and stirred for 1 h at 100 C. At this time TLC indicated complete consumption of starting material. The reaction was poured into water and extracted with ether. After removing the ether under reduced pressure column chromatography was performed using 90% methylene chloride in hexane to isolate a light yellow oil in 90... Reaction conditions: time 60 minute. The product is O1CCN(CC1)C12C(C(=NO1)C1=C(C(=NO1)C1=CC=CC=C1)C(F)(F)F)COC=1C=C(C=CC12)C(CO)O (1-(9b-morpholino-3-(3-phenyl-4-(trifluoromethyl)isoxazol-5-yl)-4,9b-dihydro-3aH-chromeno[3,4-d]isoxazol-7-yl)ethane-1,2-diol). Reported procedure: A mixture of 7-(2,2-dimethyl-1,3-dioxolan-4-yl)-9b-morpholino-3-(3-phenyl-4-(trifluoromethyl)isoxazol-5-yl)-4,9b-dihydro-3aH-chromeno[3,4-d]isoxazole (Preparation 60D, 0.080 g, 0.140 mmol) and TFA (3.00 ml, 38.9 mmol) was stirred at room temperature for 60 min. The TFA was removed under reduced pressure, and the residue was diluted with dichloromethane, washed with a saturated aqueous solution of sodium bicarbonate, and dried over anhydrous sodium sulfate. Concentration under reduced pressure af... The reactants are CC1(OCC(O1)C=1C=CC2=C(C1)OCC1C(=NOC12N1CCOCC1)C1=C(C(=NO1)C1=CC=CC=C1)C(F)(F)F)C (7-(2,2-dimethyl-1,3-dioxolan-4-yl)-9b-morpholino-3-(3-phenyl-4-(trifluoromethyl)isoxazol-5-yl)-4,9b-dihydro-3aH-chromeno[3,4-d]isoxazole), C(=O)(C(F)(F)F)O (TFA). Reaction SMILES: CC1(C)[O:6][CH:5]([C:7]2[CH:8]=[CH:9][C:10]3[C:19]4([N:20]5[CH2:25][CH2:24][O:23][CH2:22][CH2:21]5)[CH:15]([C:16]([C:26]5[O:30][N:29]=[C:28]([C:31]6[CH:36]=[CH:35][CH:34]=[CH:33][CH:32]=6)[C:27]=5[C:37]([F:40])([F:39])[F:38])=[N:17][O:18]4)[CH2:14][O:13][C:11]=3[CH:12]=2)[CH2:4][O:3]1.C(O)(C(F)(F)F)=O>>[O:23]1[CH2:24][CH2:25][N:20]([C:19]23[C:10]4[CH:9]=[CH:8][C:7]([CH:5]([OH:6])[CH2:4][OH:3])=[CH:12][C:11]=4[O:13][CH2:14][CH:15]2[C:16]([C:26]2[O:30][N:29]=[C:28]([C:31]4[CH:36]=[CH:35][CH:34]=[CH:33][CH:32]=4)[C:27]=2[C:37]([F:40])([F:38])[F:39])=[N:17][O:18]3)[CH2:21][CH2:22]1.